Dataset: the Open Reaction Database (ORD), a public repository of structured organic reaction records. Task: describe an organic reaction: reactants, conditions, products, and yield Starting materials: C(=S)(Cl)Cl (thiophosgene), ClC=1C(=NC=CC1)N=C=S (3-chloro-2-pyridylisothiocyanate), NC1=NC=CC=C1Cl (2-amino-3-chloropyridine), C([O-])([O-])=O.[Ca+2] (calcium carbonate). Conditions: time 8 hour. The product is ClC=1C(=NC=CC1)N=C=S (3-chloro-2-pyridylisothiocyanate), ClC1=CC=CN2C1=NC(N(C2=S)C2=NC=CC=C2Cl)=S (9-chloro-3-(3-chloro-2-pyridyl) pyrido (1,2-a) 1,3,5-triazine-2,4-dithione). Reaction SMILES: [NH2:1][C:2]1[C:7]([Cl:8])=[CH:6][CH:5]=[CH:4][N:3]=1.C(=O)([O-])[O-].[Ca+2].[C:14](Cl)(Cl)=[S:15].[Cl:18][C:19]1[C:20]([N:25]=[C:26]=[S:27])=[N:21][CH:22]=[CH:23][CH:24]=1>>[Cl:18][C:19]1[C:20]([N:25]=[C:26]=[S:27])=[N:21][CH:22]=[CH:23][CH:24]=1.[Cl:8][C:7]1[C:2]2=[N:1][C:26](=[S:27])[N:25]([C:20]3[C:19]([Cl:18])=[CH:24][CH:23]=[CH:22][N:21]=3)[C:14](=[S:15])[N:3]2[CH:4]=[CH:5][CH:6]=1 |f:1.2|. Procedure: Following the procedure of Example 5, 6.4 g. of 2-amino-3-chloropyridine, 11 g. of calcium carbonate and 6.3 g. of thiophosgene is converted into 3-chloro-2-pyridylisothiocyanate b.p. 86° C. at 0.25 mm. of Hg. Upon standing overnight, the freshly distilled 3-chloro-2-pyridylisothiocyanate solidifies affording 9-chloro-3-(3-chloro-2-pyridyl) pyrido (1,2-a) 1,3,5-triazine-2,4-dithione m.p. 120°-122° C.